This data is from the Open Reaction Database (ORD), a public repository of structured organic reaction records. The task is: describe an organic reaction: reactants, conditions, products, and yield The reactants are O=C([O-])O, CC#N, CN1CCN(C)C1(F)F, O=[N+]([O-])c1ccc(S)cc1, [Na+]. Yields the product O=[N+]([O-])c1ccc(F)cc1. RXN SMILES: [C:20](=[O:21])([O-:22])[OH:23].[CH3:25][C:26]#[N:27].[F:1][C:2]1([F:3])[N:4]([CH3:5])[CH2:6][CH2:7][N:8]1[CH3:9].[N+:10](=[O:11])([O-:12])[c:13]1[cH:14][cH:15][c:16]([SH:19])[cH:17][cH:18]1.[Na+:24]>>[F:1][c:16]1[cH:15][cH:14][c:13]([N+:10](=[O:11])[O-:12])[cH:18][cH:17]1. The reactants are CC(N)COc1c(Br)cc(Br)cc1Br, Cn1cc(C(=O)O)c(C(F)F)n1, O, O=P(Cl)(Cl)Cl, c1ccncc1. The product is CC(COc1c(Br)cc(Br)cc1Br)NC(=O)c1cn(C)nc1C(F)F. RXN SMILES: [CH3:1][CH:2]([CH2:3][O:4][c:5]1[c:6]([Br:13])[cH:7][c:8]([Br:12])[cH:9][c:10]1[Br:11])[NH2:14].[F:15][CH:16]([c:17]1[n:18][n:19]([CH3:25])[cH:20][c:21]1[C:22](=[O:23])[OH:24])[F:26].[OH2:38].[P:27]([Cl:28])([Cl:29])([Cl:30])=[O:31].[cH:32]1[cH:33][cH:34][n:35][cH:36][cH:37]1>>[CH3:1][CH:2]([CH2:3][O:4][c:5]1[c:6]([Br:13])[cH:7][c:8]([Br:12])[cH:9][c:10]1[Br:11])[NH:14][C:22]([c:21]1[c:17]([CH:16]([F:15])[F:26])[n:18][n:19]([CH3:25])[cH:20]1)=[O:23].